From a dataset of the Open Reaction Database (ORD), a public repository of structured organic reaction records. describe an organic reaction: reactants, conditions, products, and yield The reactants are C(C)(C)O (IPA), NCC=1C=CC(=C(C1)C1CCN(CC1)C(=O)C1=CN(C2=C(C=CC(=C12)OC(F)(F)F)F)CCOC)F ([4-(5-aminomethyl-2-fluorophenyl)-piperidine-1-yl][7-fluoro-1-(2-methoxyethyl)-4-trifluoromethoxy-1H-indol-3-yl]methanone), C(\C=C\C(=O)O)(=O)O (fumaric acid), C(C)(C)O (Isopropanol), C(C)(C)O (IPA). Yields the product O.C(\C=C\C(=O)O)(=O)O.NCC=1C=CC(=C(C1)C1CCN(CC1)C(=O)C1=CN(C2=C(C=CC(=C12)OC(F)(F)F)F)CCOC)F.C(\C=C\C(=O)O)(=O)O.C(\C=C\C(=O)O)(=O)O.NCC=1C=CC(=C(C1)C1CCN(CC1)C(=O)C1=CN(C2=C(C=CC(=C12)OC(F)(F)F)F)CCOC)F.O ([4-(5-Aminomethyl-2-fluorophenyl)piperidine-1-yl][7-fluoro-1-(2-methoxyethyl)-4-trifluoromethoxy-1H-indol-3-yl]methanone Sesquifumarate Monohydrate). RXN SMILES: [NH2:1][CH2:2][C:3]1[CH:4]=[CH:5][C:6]([F:36])=[C:7]([CH:9]2[CH2:14][CH2:13][N:12]([C:15]([C:17]3[C:25]4[C:20](=[C:21]([F:31])[CH:22]=[CH:23][C:24]=4[O:26][C:27]([F:30])([F:29])[F:28])[N:19]([CH2:32][CH2:33][O:34][CH3:35])[CH:18]=3)=[O:16])[CH2:11][CH2:10]2)[CH:8]=1.[C:37]([OH:44])(=[O:43])/[CH:38]=[CH:39]/[C:40]([OH:42])=[O:41].C([OH:48])(C)C>>[OH2:16].[C:37]([OH:44])(=[O:43])/[CH:38]=[CH:39]/[C:40]([OH:42])=[O:41].[NH2:1][CH2:2][C:3]1[CH:4]=[CH:5][C:6]([F:36])=[C:7]([CH:9]2[CH2:14][CH2:13][N:12]([C:15]([C:17]3[C:25]4[C:20](=[C:21]([F:31])[CH:22]=[CH:23][C:24]=4[O:26][C:27]([F:30])([F:28])[F:29])[N:19]([CH2:32][CH2:33][O:34][CH3:35])[CH:18]=3)=[O:16])[CH2:11][CH2:10]2)[CH:8]=1.[C:37]([OH:44])(=[O:43])/[CH:38]=[CH:39]/[C:40]([OH:42])=[O:41].[C:37]([OH:44])(=[O:43])/[CH:38]=[CH:39]/[C:40]([OH:42])=[O:41].[NH2:1][CH2:2][C:3]1[CH:4]=[CH:5][C:6]([F:36])=[C:7]([CH:9]2[CH2:14][CH2:13][N:12]([C:15]([C:17]3[C:25]4[C:20](=[C:21]([F:31])[CH:22]=[CH:23][C:24]=4[O:26][C:27]([F:30])([F:28])[F:29])[N:19]([CH2:32][CH2:33][O:34][CH3:35])[CH:18]=3)=[O:16])[CH2:11][CH2:10]2)[CH:8]=1.[OH2:48] |f:3.4.5.6.7.8.9|. Reported procedure: A round-bottom flask was charged with [4-(5-aminomethyl-2-fluorophenyl)-piperidine-1-yl][7-fluoro-1-(2-methoxyethyl)-4-trifluoromethoxy-1H-indol-3-yl]methanone (10.4 g, 20.4 mmol) and fumaric acid (4.74 g, 40.7 mmol). Isopropanol (IPA, 62 mL) was added and the resulting mixture was heated on a steam bath. Most of the material dissolved, before crystallization of the salt occurred. While being heated on a steam bath, additional IPA was added in 30 mL portions. Complete solution was attained after... Reactants: CC(C)(C)[Si](C)(C)OCCOc1ccc(C(=O)c2ccc(Cl)c(S(N)(=O)=O)c2)cc1, CCCC[N+](CCCC)(CCCC)CCCC, [F-], C1CCOC1, O. Product: NS(=O)(=O)c1cc(C(=O)c2ccc(OCCO)cc2)ccc1Cl. As a reaction SMILES: [C:1]([Si:2]([CH3:3])([CH3:4])[O:6][CH2:7][CH2:8][O:9][c:10]1[cH:11][cH:12][c:13]([C:14](=[O:15])[c:16]2[cH:17][cH:18][c:19]([Cl:26])[c:20]([S:22](=[O:23])(=[O:24])[NH2:25])[cH:21]2)[cH:27][cH:28]1)([CH3:5])([CH3:29])[CH3:30].[CH3:32][CH2:33][CH2:34][CH2:35][N+:36]([CH2:37][CH2:38][CH2:39][CH3:40])([CH2:41][CH2:42][CH2:43][CH3:44])[CH2:45][CH2:46][CH2:47][CH3:48].[F-:31].[O:49]1[CH2:50][CH2:51][CH2:52][CH2:53]1.[OH2:54]>>[OH:6][CH2:7][CH2:8][O:9][c:10]1[cH:11][cH:12][c:13]([C:14](=[O:15])[c:16]2[cH:17][cH:18][c:19]([Cl:26])[c:20]([S:22](=[O:23])(=[O:24])[NH2:25])[cH:21]2)[cH:27][cH:28]1. Reactants: O=S(=O)(Nc1ccc(Cl)cc1-n1nnc2ncccc21)c1ccc(Br)c(F)c1, C1COCCN1, CN(C)C=O, O=C(C=Cc1ccccc1)C=Cc1ccccc1, O=C(C=Cc1ccccc1)C=Cc1ccccc1, O=C(C=Cc1ccccc1)C=Cc1ccccc1, [K+], [K+], [K+], O=P([O-])([O-])[O-], [Pd], [Pd]. The product is O=S(=O)(Nc1ccc(Cl)cc1-n1nnc2ncccc21)c1ccc(N2CCOCC2)c(F)c1. RXN SMILES: [Br:1][c:2]1[c:3]([F:28])[cH:4][c:5]([S:8](=[O:9])(=[O:10])[NH:11][c:12]2[c:13](-[n:19]3[n:20][n:21][c:22]4[n:23][cH:24][cH:25][cH:26][c:27]34)[cH:14][c:15]([Cl:18])[cH:16][cH:17]2)[cH:6][cH:7]1.[CH2:29]1[CH2:30][O:31][CH2:32][CH2:33][NH:34]1.[CH3:43][N:44]([CH3:45])[CH:46]=[O:47].[CH:50](=[CH:51][C:52]([CH:53]=[CH:54][c:55]1[cH:56][cH:57][cH:58][cH:59][cH:60]1)=[O:61])[c:62]1[cH:63][cH:64][cH:65][cH:66][cH:67]1.[CH:68](=[CH:69][C:70]([CH:71]=[CH:72][c:73]1[cH:74][cH:75][cH:76][cH:77][cH:78]1)=[O:79])[c:80]1[cH:81][cH:82][cH:83][cH:84][cH:85]1.[CH:86](=[CH:87][C:88]([CH:89]=[CH:90][c:91]1[cH:92][cH:93][cH:94][cH:95][cH:96]1)=[O:97])[c:98]1[cH:99][cH:100][cH:101][cH:102][cH:103]1.[K+:40].[K+:41].[K+:42].[P:35]([O-:36])([O-:37])([O-:38])=[O:39].[Pd:48].[Pd:49]>>[c:2]1([N:34]2[CH2:29][CH2:30][O:31][CH2:32][CH2:33]2)[c:3]([F:28])[cH:4][c:5]([S:8](=[O:9])(=[O:10])[NH:11][c:12]2[c:13](-[n:19]3[n:20][n:21][c:22]4[n:23][cH:24][cH:25][cH:26][c:27]34)[cH:14][c:15]([Cl:18])[cH:16][cH:17]2)[cH:6][cH:7]1.